The task is: describe an organic reaction: reactants, conditions, products, and yield. This data is from the Open Reaction Database (ORD), a public repository of structured organic reaction records. Reactants: solution, C([O-])(O)=O.[Na+] (sodium bicarbonate), FC1=C(C=C(C=C1)F)C(NC=O)S(=O)(=O)C1=CC=C(C=C1)C (N-[(2,5-Difluoro-phenyl)-(toluene-4-sulfonyl)-methyl]-formamide), P(=O)(Cl)(Cl)Cl (phosphorous oxychloride), N1=C(C=CC=C1C)C (2,6-lutidine). Solvent: O1CCCC1 (tetrahydrofuran), C(C)(=O)OCC (ethyl acetate). Reaction conditions: temperature 20 celsius, time 30 minute. The product is C1(=CC=C(C=C1)S(=O)(=O)C(C1=C(C=CC(=C1)F)F)[N+]#[C-])C ([α-(p-Toluenesulfonyl)-2,5-difluorobenzyl]isonitrile). Isolated yield 67.0%. As a reaction SMILES: [F:1][C:2]1[CH:7]=[CH:6][C:5]([F:8])=[CH:4][C:3]=1[CH:9]([S:13]([C:16]1[CH:21]=[CH:20][C:19]([CH3:22])=[CH:18][CH:17]=1)(=[O:15])=[O:14])[NH:10][CH:11]=O.P(Cl)(Cl)(Cl)=O.N1C(C)=CC=CC=1C.C(=O)(O)[O-].[Na+]>C(OCC)(=O)C.O1CCCC1>[C:19]1([CH3:22])[CH:18]=[CH:17][C:16]([S:13]([CH:9]([N+:10]#[C-:11])[C:3]2[CH:4]=[C:5]([F:8])[CH:6]=[CH:7][C:2]=2[F:1])(=[O:15])=[O:14])=[CH:21][CH:20]=1 |f:3.4|. Reported procedure: To a clean a dry nitrogen purged acetone boiled out 100 gallon glass lined reactor was charged, 7.9 Kg of N-[(2,5-Difluoro-phenyl)-(toluene-4-sulfonyl)-methyl]-formamide (24, moles), 16 gallons of tetrahydrofuran and 7.8 Kg of phosphorous oxychloride (51 moles). The batch was allowed to stir at 20° C. for 30 minutes and then cooled to 3.5° C. To the batch was added 15.8 Kg of 2,6-lutidine (146 moles) over 15 minutes. The reaction mixture was allowed to warm to 23° C. and was stirred for 17 hours... Reactants: C(=O)=[Fe] (carbonyl iron), [O-2].[O-2].[O-2].[Fe+3].[Fe+3] (iron ore). Conditions: time 20 minute. Product: [C-]#[O+].[C-]#[O+].[C-]#[O+].[C-]#[O+].[C-]#[O+].[Fe] (iron carbonyl). RXN SMILES: [C:1](=[Fe:3])=[O:2].[O-2].[O-2].[O-2].[Fe+3].[Fe+3]>>[C-:1]#[O+:2].[C-:1]#[O+:2].[C-:1]#[O+:2].[C-:1]#[O+:2].[C-:1]#[O+:2].[Fe:3] |f:1.2.3.4.5,6.7.8.9.10.11|. Procedure: "C" grade carbonyl iron powder, 6-8 micron size from GAF was mixed with iron ore concentrate and the blend was then agglomerated by briquietting at 51,000 psi into briquettes 12.5 mm×12.5 mm diameter. The briquettes were indurated by heating from room temperature to 600° C. in 25 minutes, held by 600° C. for 20 minutes and then air quenched to room temperature. The compressive strength of the briquettes was then determined. Table I below sets forth the results obtained with different levels of i... Starting materials: BrC1=CC2=C(N=C(S2)[C@@H]2C[C@H](C2)N2[C@@H](CCC2)C)C=C1 (Trans-6-bromo-2-{3-[(2R)-2-methylpyrrolidin-1-yl]cyclobutyl}-1,3-benzothiazole), CC1=NC(=CC=C1B1OC(C(O1)(C)C)(C)C)C (2,6-Dimethyl-3-(4,4,5,5-tetramethyl-[1,3,2]dioxaborolan-2-yl)-pyridine), N1=CN=CC(=C1)B(O)O (pyrimidine-5-boronic acid). The product is CC1=NC(=CC=C1C1=CC2=C(N=C(S2)[C@@H]2C[C@H](C2)N2CCCC2)C=C1)C (Trans-6-(2,6-dimethylpyridin-3-yl)-2-(3-pyrrolidin-1-ylcyclobutyl)-1,3-benzothiazole). As a reaction SMILES: Br[C:2]1[CH:20]=[CH:19][C:5]2[N:6]=[C:7]([C@H:9]3[CH2:12][C@H:11]([N:13]4[CH2:17][CH2:16][CH2:15][C@H:14]4C)[CH2:10]3)[S:8][C:4]=2[CH:3]=1.[CH3:21][C:22]1[C:27](B2OC(C)(C)C(C)(C)O2)=[CH:26][CH:25]=[C:24]([CH3:37])[N:23]=1.N1C=C(B(O)O)C=NC=1>>[CH3:21][C:22]1[C:27]([C:2]2[CH:20]=[CH:19][C:5]3[N:6]=[C:7]([C@H:9]4[CH2:12][C@H:11]([N:13]5[CH2:14][CH2:15][CH2:16][CH2:17]5)[CH2:10]4)[S:8][C:4]=3[CH:3]=2)=[CH:26][CH:25]=[C:24]([CH3:37])[N:23]=1. Procedure details: The title compound was prepared according to the procedure described in Example 1F. substituting the product of Example 62A for the product of Example 1E and substituting the product of Example 2A for pyrimidine-5-boronic acid. 1H NMR (300 MHz, CDCl3) δ ppm 8.02 (d, J=8.48 Hz, 1H) 7.76 (d, J=1.36 Hz, 1H) 7.45 (d, J=7.80 Hz, 1H) 7.40 (dd, J=8.31, 1.86 Hz, 1H) 7.07 (d, J=7.80 Hz, 1H) 3.95-4.07 (m, 1H) 3.25-3.45 (m, 1H) 2.59 (s, 3H) 2.50 (s, 3H) 2.43-2.78 (m, 6H) 1.77-2.00 (m, 4H) 1.47-1.68 (m, 2H)... Product: COCOCc1csc(N)c1S(N)(=O)=O. RXN SMILES: [CH3:18][C:19](=[O:20])[OH:21].[CH3:1][O:2][CH2:3][O:4][CH2:5][c:6]1[c:7]([S:14](=[O:15])(=[O:16])[NH2:17])[c:8]([N+:11]([O-:12])=[O:13])[s:9][cH:10]1.[Fe:22]>>[CH3:1][O:2][CH2:3][O:4][CH2:5][c:6]1[c:7]([S:14](=[O:15])(=[O:16])[NH2:17])[c:8]([NH2:11])[s:9][cH:10]1. Starting materials: CC(=O)O, COCOCc1csc([N+](=O)[O-])c1S(N)(=O)=O, [Fe]. The reactants are O=C([O-])O, ClCCl, COc1cc(C)c(S(=O)(=O)N2CCCCC2CCCS(=O)(=O)Oc2c(F)c(F)c(F)c(F)c2F)c(C)c1, CN1CCC(N2CCNCC2)CC1, C1CCC2=NCCCN2CC1, [Na+], C1CCOC1. The product is COc1cc(C)c(S(=O)(=O)N2CCCCC2CCCS(=O)(=O)N2CCN(C3CCN(C)CC3)CC2)c(C)c1. As a reaction SMILES: [C:62](=[O:63])([OH:64])[O-:65].[CH2:72]([Cl:73])[Cl:74].[CH3:1][O:2][c:3]1[cH:4][c:5]([CH3:37])[c:6]([S:10](=[O:11])(=[O:12])[N:13]2[CH:14]([CH2:19][CH2:20][CH2:21][S:22](=[O:23])([O:25][c:24]3[c:26]([F:27])[c:28]([F:29])[c:30]([F:31])[c:32]([F:33])[c:34]3[F:35])=[O:36])[CH2:15][CH2:16][CH2:17][CH2:18]2)[c:7]([CH3:9])[cH:8]1.[CH3:38][N:39]1[CH2:40][CH2:41][CH:42]([N:45]2[CH2:46][CH2:47][NH:48][CH2:49][CH2:50]2)[CH2:43][CH2:44]1.[N:51]12[CH2:52][CH2:53][CH2:54][N:55]=[C:56]1[CH2:57][CH2:58][CH2:59][CH2:60][CH2:61]2.[Na+:66].[O:67]1[CH2:68][CH2:69][CH2:70][CH2:71]1>>[CH3:1][O:2][c:3]1[cH:4][c:5]([CH3:37])[c:6]([S:10](=[O:11])(=[O:12])[N:13]2[CH:14]([CH2:19][CH2:20][CH2:21][S:22](=[O:23])(=[O:25])[N:48]3[CH2:47][CH2:46][N:45]([CH:42]4[CH2:41][CH2:40][N:39]([CH3:38])[CH2:44][CH2:43]4)[CH2:50][CH2:49]3)[CH2:15][CH2:16][CH2:17][CH2:18]2)[c:7]([CH3:9])[cH:8]1. Reactants: O=c1cc(O)c2ccc(OCc3ccccc3)cc2o1, CO. Yields the product O=c1cc(O)c2ccc(O)cc2o1. RXN SMILES: [CH2:1]([c:2]1[cH:3][cH:4][cH:5][cH:6][cH:7]1)[O:8][c:9]1[cH:10][cH:11][c:12]2[c:13]([OH:20])[cH:14][c:15](=[O:19])[o:16][c:17]2[cH:18]1.[CH3:21][OH:22]>>[OH:8][c:9]1[cH:10][cH:11][c:12]2[c:13]([OH:20])[cH:14][c:15](=[O:19])[o:16][c:17]2[cH:18]1. Reactants: NC=1C=C(C=CC1[N+](=O)[O-])N1C=C(C(=C1)C1=CC=CC=C1)C#N (1-(3-Amino-4-nitro-phenyl)-4-phenyl-1H-pyrrole-3-carbonitrile), CC1(OC(C=C(O1)C=1C=C(C#N)C=CC1)=O)C (3-(2,2-dimethyl-6-oxo-6H-[1,3]dioxin-4-yl)-benzonitrile). Product: C(#N)C=1C=C(C=CC1)C(CC(=O)NC1=C(C=CC(=C1)N1C=C(C(=C1)C1=CC=CC=C1)C#N)[N+](=O)[O-])=O (3-(3-Cyano-phenyl)-N-[5-(3-cyano-4-phenyl-pyrrol-1-yl)-2-nitro-phenyl]-3-oxo-propionamide), solid. RXN SMILES: [NH2:1][C:2]1[CH:3]=[C:4]([N:11]2[CH:15]=[C:14]([C:16]3[CH:21]=[CH:20][CH:19]=[CH:18][CH:17]=3)[C:13]([C:22]#[N:23])=[CH:12]2)[CH:5]=[CH:6][C:7]=1[N+:8]([O-:10])=[O:9].CC1(C)[O:30][C:29]([C:31]2[CH:32]=[C:33]([CH:36]=[CH:37][CH:38]=2)[C:34]#[N:35])=[CH:28][C:27](=O)[O:26]1>>[C:34]([C:33]1[CH:32]=[C:31]([C:29](=[O:30])[CH2:28][C:27]([NH:1][C:2]2[CH:3]=[C:4]([N:11]3[CH:15]=[C:14]([C:16]4[CH:21]=[CH:20][CH:19]=[CH:18][CH:17]=4)[C:13]([C:22]#[N:23])=[CH:12]3)[CH:5]=[CH:6][C:7]=2[N+:8]([O-:10])=[O:9])=[O:26])[CH:38]=[CH:37][CH:36]=1)#[N:35]. Reported procedure: The title compound was prepared from 1-(3-amino-4-nitro-phenyl)-4-phenyl-1H-pyrrole-3-carbonitrile (Example E3) (254 mg, 0.835 mmol) and 3-(2,2-dimethyl-6-oxo-6H-[1,3]dioxin-4-yl)-benzonitrile (Example L1) (210 mg, 0.919 mmol) according to the general procedure M. Obtained as an orange solid (287 mg).